From a dataset of the Open Reaction Database (ORD), a public repository of structured organic reaction records. describe an organic reaction: reactants, conditions, products, and yield Reactants: OC(=O)C(F)(F)F.SCC(C(=O)O)CC1CCNCC1 (2-Mercaptomethyl-3-piperidin-4-yl-propionic acid TFA salt). The solvent is C(C)(=O)OC(C)=O (acetic anhydride). Product: C(C)(=O)N1CCC(CC1)CC(C(=O)O)CS (3-(1-Acetyl-piperidin4-yl)-2-mercaptomethyl-propionic acid). The yield is 80.2%. Reaction SMILES: [OH:1][C:2]([C:4](F)(F)F)=O.[SH:8][CH2:9][CH:10]([CH2:14][CH:15]1[CH2:20][CH2:19][NH:18][CH2:17][CH2:16]1)[C:11]([OH:13])=[O:12]>C(OC(=O)C)(=O)C>[C:2]([N:18]1[CH2:19][CH2:20][CH:15]([CH2:14][CH:10]([CH2:9][SH:8])[C:11]([OH:13])=[O:12])[CH2:16][CH2:17]1)(=[O:1])[CH3:4] |f:0.1|. Procedure: A solution of 2-Mercaptomethyl-3-piperidin-4-yl-propionic acid TFA salt (0.1 g, 0.32 mmol) in acetic anhydride (2 mL) was stirred over night under argon and then concentrated under reduced pressure. Purification by HPLC (10→50% acetonitrile, 0.1% TFA in water) gave the title compound (63 mg, 80%).